describe an organic reaction: reactants, conditions, products, and yield From a dataset of the Open Reaction Database (ORD), a public repository of structured organic reaction records. The reactants are C(C)[SiH](CC)CC (triethylsilane), C([O-])([O-])=O.[Na+].[Na+] (sodium carbonate), [BH4-].[Na+] (Sodium borohydride), ClC=1C=C(C(=O)C2=CC=CC=C2)C=CC1[N+](=O)[O-] (3-chloro-4-nitrobenzophenone). Run in C(C)O (ethanol), C(=O)(C(F)(F)F)O (TFA). Yields the product ClC1=C(C=CC(=C1)CC1=CC=CC=C1)[N+](=O)[O-] (2-Chloro-4-benzylnitrobenzene). Reaction conditions: time 18 hour. Reported procedure: Sodium borohydride (1.45 g) was added to a solution of 3-chloro-4-nitrobenzophenone (2.0 g) (prepared as described by R. B. Davis and J. D. Benigni, J. Org. Chem., 1962, 27, 1605) in ethanol and the mixture was stirred for 18 hours. Volatile material was removed by evaporation and the residue was suspended in water (100 ml) and cautiously acidified with dilute aqueous hydrochloric acid (50 ml) and stirred a further 2 hours. The reaction mixture was basified with 2M aqueous sodium hydroxide solut... As a reaction SMILES: [BH4-].[Na+].[Cl:3][C:4]1[CH:5]=[C:6]([CH:15]=[CH:16][C:17]=1[N+:18]([O-:20])=[O:19])[C:7]([C:9]1[CH:14]=[CH:13][CH:12]=[CH:11][CH:10]=1)=O.C([SiH](CC)CC)C.C(=O)([O-])[O-].[Na+].[Na+]>C(O)C.C(O)(C(F)(F)F)=O>[Cl:3][C:4]1[CH:5]=[C:6]([CH2:7][C:9]2[CH:14]=[CH:13][CH:12]=[CH:11][CH:10]=2)[CH:15]=[CH:16][C:17]=1[N+:18]([O-:20])=[O:19] |f:0.1,4.5.6|. The yield is 31.7%.